Dataset: the Open Reaction Database (ORD), a public repository of structured organic reaction records. Task: describe an organic reaction: reactants, conditions, products, and yield Starting materials: CC=1C=C2C(C(NC2=C(C1)C)=O)=O (5,7-dimethyl-1H-indole-2,3-dione), solution, C([O-])(O)=O.[Na+] (sodium bicarbonate), Cl (HCl). Solvent: O1CCCC1 (tetrahydrofuran), O1CCCC1 (tetrahydrofuran). Run at time 8 hour. Product: CC=1C=C2C=CNC2=C(C1)C (5,7-Dimethyl-1H-indole). Reaction SMILES: [CH3:1][C:2]1[CH:3]=[C:4]2[C:8](=[C:9]([CH3:11])[CH:10]=1)[NH:7][C:6](=O)[C:5]2=O.Cl.C(=O)(O)[O-].[Na+]>O1CCCC1>[CH3:1][C:2]1[CH:3]=[C:4]2[C:8](=[C:9]([CH3:11])[CH:10]=1)[NH:7][CH:6]=[CH:5]2 |f:2.3|. Procedure details: To solution of 5,7-dimethyl-1H-indole-2,3-dione in tetrahydrofuran at 0° C. was added 1.0 M solution of borane-tetrahydrofuran complex in tetrahydrofuran (40 mL). After stirred at room temperature overnight, a 5% HCl solution was added to the mixture and it was stirred 20 minutes. It was neutralized with saturated sodium bicarbonate solution and extracted with ethyl acetate. Extracts were dried over magnesium sulfate and evaporated to dryness to afford the title compound as oil. Reactants: ClC1=CC=C2C(C(=O)OC(N2)=O)=C1 (5-chloroisatoic anhydride), IC=1C=C2C(C(NC2=CC1)=O)=O (5-iodoisatin), FC=1C=C2C(C(NC2=CC1)=O)=O (5-fluoroisatin). Product: IC=1C=C2C(C3=NC4=CC=CC=C4C(N3C2=CC1)=O)=O (8-Iodoindolo[2,1-b]quinazoline-6,12-dione). The yield is 31.0%. RXN SMILES: Cl[C:2]1[CH:13]=[C:6]2[C:7](OC(=O)[NH:11][C:5]2=[CH:4][CH:3]=1)=[O:8].[I:14][C:15]1[CH:16]=[C:17]2[C:21](=[CH:22][CH:23]=1)[NH:20][C:19](=O)[C:18]2=[O:25].FC1C=C2C(=CC=1)NC(=O)C2=O>>[I:14][C:15]1[CH:16]=[C:17]2[C:21](=[CH:22][CH:23]=1)[N:20]1[C:19](=[N:11][C:5]3[C:6]([C:7]1=[O:8])=[CH:13][CH:2]=[CH:3][CH:4]=3)[C:18]2=[O:25]. Reported procedure: Using the procedure in Example 12 and substituting isatoic anhydride for 5-chloroisatoic anhydride and 5-iodoisatin for 5-fluoroisatin gave the title compound in 31% yield: mp 296.5°-297.3° C.; 1H NMR (300MHz, DMSO-d6) δ 8.16-8.36 (m, 4H) 7.96 (2, H) 7.70-7.83 (m, 1H); MS (M+H)+ 374.